Dataset: the Open Reaction Database (ORD), a public repository of structured organic reaction records. Task: describe an organic reaction: reactants, conditions, products, and yield Reactants: CO, [Li+], [OH-], O, CCOC(=O)C1CCN(Cc2cccc(NC(=O)Nc3csc(-c4ccncc4)n3)n2)CC1. RXN SMILES: [CH3:36][OH:37].[Li+:35].[OH-:34].[OH2:38].[n:1]1[cH:2][cH:3][c:4](-[c:7]2[s:8][cH:9][c:10]([NH:12][C:13]([NH:14][c:15]3[cH:16][cH:17][cH:18][c:19]([CH2:21][N:22]4[CH2:23][CH2:24][CH:25]([C:28](=[O:29])[O:30][CH2:31][CH3:32])[CH2:26][CH2:27]4)[n:20]3)=[O:33])[n:11]2)[cH:5][cH:6]1>>[n:1]1[cH:2][cH:3][c:4](-[c:7]2[s:8][cH:9][c:10]([NH:12][C:13]([NH:14][c:15]3[cH:16][cH:17][cH:18][c:19]([CH2:21][N:22]4[CH2:23][CH2:24][CH:25]([C:28](=[O:29])[OH:30])[CH2:26][CH2:27]4)[n:20]3)=[O:33])[n:11]2)[cH:5][cH:6]1. Product: O=C(Nc1cccc(CN2CCC(C(=O)O)CC2)n1)Nc1csc(-c2ccncc2)n1. Starting materials: N(N)C1CCN(CC1)C(=O)OC(C)(C)C (tert-butyl 4-hydrazinopiperidine-1-carboxylate), C1(=CC=CC=C1)C(C=O)C=O (phenyl malonaldehyde). The solvent is C(C)O (ethanol). Run at temperature 75 celsius, time 1.5 day. Yields the product C1(=CC=CC=C1)C=1C=NN(C1)C1CCN(CC1)C(=O)OC(C)(C)C (tert-butyl 4-(4-phenyl-1H-pyrazol-1-yl)piperidine-1-carboxylate). The yield is 23.0%. As a reaction SMILES: [NH:1]([CH:3]1[CH2:8][CH2:7][N:6]([C:9]([O:11][C:12]([CH3:15])([CH3:14])[CH3:13])=[O:10])[CH2:5][CH2:4]1)[NH2:2].[C:16]1([CH:22]([CH:25]=O)[CH:23]=O)[CH:21]=[CH:20][CH:19]=[CH:18][CH:17]=1>C(O)C>[C:16]1([C:22]2[CH:23]=[N:2][N:1]([CH:3]3[CH2:4][CH2:5][N:6]([C:9]([O:11][C:12]([CH3:15])([CH3:14])[CH3:13])=[O:10])[CH2:7][CH2:8]3)[CH:25]=2)[CH:21]=[CH:20][CH:19]=[CH:18][CH:17]=1. Procedure details: To a solution of tert-butyl 4-hydrazinopiperidine-1-carboxylate (646 mg) and ethanol (15 mL) was added phenyl malonaldehyde (444 mg), followed by stirring at 75° C. for about 1.5 days. The reaction liquid was concentrated under reduced pressure, and the residue was purified by silica gel column chromatography (hexane/chloroform-50/50 to 0/100) to obtain tert-butyl 4-(4-phenyl-1H-pyrazol-1-yl)piperidine-1-carboxylate (226 mg). The reactants are NC[C@H]1CN(C(O1)=O)C1=CC(=C(C=C1)SC(C1=CC=CC=C1)(C1=CC=CC=C1)C1=CC=CC=C1)F (5-(S)-Aminomethyl-3-[4′-triphenylmethylthio-3′-fluorophenyl]-oxazolidine-2-one), C(C)(C)[SiH](C(C)C)C(C)C (triisopropylsilane), FC(C(=O)O)(F)F (trifluoroacetic acid). Solvent: ClCCl (dichloromethane). Run at time 30 minute. The product is C(C)(=O)NC[C@H]1CN(C(O1)=O)C1=CC(=C(C=C1)SC(C1=CC=CC=C1)(C1=CC=CC=C1)C1=CC=CC=C1)F (5-(S)-Acetamidomethyl-3-[4′-triphenylmethylthio-3′-fluorophenyl]oxazolidine-2-one). As a reaction SMILES: [NH2:1][CH2:2][C@@H:3]1[O:7][C:6](=[O:8])[N:5]([C:9]2[CH:14]=[CH:13][C:12]([S:15][C:16]([C:29]3[CH:34]=[CH:33][CH:32]=[CH:31][CH:30]=3)([C:23]3[CH:28]=[CH:27][CH:26]=[CH:25][CH:24]=3)[C:17]3[CH:22]=[CH:21][CH:20]=[CH:19][CH:18]=3)=[C:11]([F:35])[CH:10]=2)[CH2:4]1.C([SiH](C(C)C)C(C)C)(C)C.F[C:47](F)(F)[C:48](O)=[O:49]>ClCCl>[C:48]([NH:1][CH2:2][C@@H:3]1[O:7][C:6](=[O:8])[N:5]([C:9]2[CH:14]=[CH:13][C:12]([S:15][C:16]([C:17]3[CH:22]=[CH:21][CH:20]=[CH:19][CH:18]=3)([C:23]3[CH:24]=[CH:25][CH:26]=[CH:27][CH:28]=3)[C:29]3[CH:30]=[CH:31][CH:32]=[CH:33][CH:34]=3)=[C:11]([F:35])[CH:10]=2)[CH2:4]1)(=[O:49])[CH3:47]. Procedure: BAL resin immobilized 5-(S)-Aminomethyl-3-[4′-triphenylmethylthio-3′-fluorophenyl]-oxazolidine-2-one (5.00 g, 2.05 mmol) was suspended in 5% trifluoroacetic acid and 2.5% triisopropylsilane in dichloromethane (50 mL), and the mixture was agitated for 1 h. The resin was filtered and the procedure repeated with fresh 5% trifluoroacetic acid and 2.5% triisopropylsilane in dichloromethane (50 mL) for another 30 minutes. The resin was filtered and washed liberally with dichloromethane. Resulted thiol... Starting materials: CCCC[SnH](CCCC)CCCC, C#CCCCCCCCCCC, CC(C)(C#N)N=NC(C)(C)C#N. The product is CCCCCCCCCCC=C[Sn](CCCC)(CCCC)CCCC. RXN SMILES: [CH2:13]([CH2:14][CH2:15][CH3:16])[SnH:17]([CH2:18][CH2:19][CH2:20][CH3:21])[CH2:22][CH2:23][CH2:24][CH3:25].[CH:1]#[C:2][CH2:3][CH2:4][CH2:5][CH2:6][CH2:7][CH2:8][CH2:9][CH2:10][CH2:11][CH3:12].[N:26]#[C:27][C:28]([N:29]=[N:30][C:31]([C:32]#[N:33])([CH3:34])[CH3:35])([CH3:36])[CH3:37]>>[CH:1](=[CH:2][CH2:3][CH2:4][CH2:5][CH2:6][CH2:7][CH2:8][CH2:9][CH2:10][CH2:11][CH3:12])[Sn:17]([CH2:13][CH2:14][CH2:15][CH3:16])([CH2:18][CH2:19][CH2:20][CH3:21])[CH2:22][CH2:23][CH2:24][CH3:25]. Starting materials: N (Ammonia), ClC1=CC=C(C=C1)C(C(=O)OCC)C (racemic ethyl 2-(4-chlorophenyl)-propionate), N (ammonia). Solvent: C(C)(C)(C)O (tert-butanol). The product is ClC1=CC=C(C=C1)[C@H](C(=O)N)C ((R)-2-(4-chloro-phenyl)-propionamide). Isolated yield 42.8%. RXN SMILES: [Cl:1][C:2]1[CH:7]=[CH:6][C:5]([CH:8]([CH3:14])[C:9](OCC)=[O:10])=[CH:4][CH:3]=1.[NH3:15]>C(O)(C)(C)C>[Cl:1][C:2]1[CH:7]=[CH:6][C:5]([C@@H:8]([CH3:14])[C:9]([NH2:15])=[O:10])=[CH:4][CH:3]=1. Procedure details: A mixture of 5 g of racemic ethyl 2-(4-chlorophenyl)-propionate and 50 ml of tert-butanol is treated at 50° C. with stirring with 1 g of lipase from Candida antarctica (Novozym 435, activity 7000 PLU/g). Ammonia is then passed into the reaction mixture with stirring at 50° C. until it is saturated. The mixture is stirred at 50° C. for a further 28 hours and during the course of this a slow stream of ammonia is continuously passed through the apparatus. The mixture is then worked up by filtering ... Procedure details: 4-(Morpholin-4-ylmethyl)benzenesulfonamide (35 mg) was dissolved in N,N-dimethylacetamide (1.25 mL), and 60% sodium hydride (4 mg) was added thereto, followed by stirring at room temperature for 30 minutes. To the reaction mixture was added 1-[6-chloro-2-(morpholin-4-yl)pyrimidin-4-yl]-2-(difluoromethyl)-1H-benzimidazole (50 mg), followed by stirring at 120° C. for 1 hour. The mixture was cooled to room temperature, and then a saturated aqueous sodium chloride solution, ethyl acetate, and tetrah... Run at time 30 minute. Product: FC(C1=NC2=C(N1C1=CC(=NC(=N1)N1CCOCC1)NS(=O)(=O)C1=CC=C(C=C1)CN1CCOCC1)C=CC=C2)F (N-{6-[2-(difluoromethyl)-1H-benzimidazol-1-yl]-2-(morpholin-4-yl)pyrimidin-4-yl}-4-(morpholin-4-ylmethyl)benzenesulfonamide). The yield is 16.3%. Reaction SMILES: [N:1]1([CH2:7][C:8]2[CH:13]=[CH:12][C:11]([S:14]([NH2:17])(=[O:16])=[O:15])=[CH:10][CH:9]=2)[CH2:6][CH2:5][O:4][CH2:3][CH2:2]1.[H-].[Na+].Cl[C:21]1[N:26]=[C:25]([N:27]2[CH2:32][CH2:31][O:30][CH2:29][CH2:28]2)[N:24]=[C:23]([N:33]2[C:37]3[CH:38]=[CH:39][CH:40]=[CH:41][C:36]=3[N:35]=[C:34]2[CH:42]([F:44])[F:43])[CH:22]=1.[Cl-].[Na+].S([O-])(O)(=O)=O.[K+]>CN(C)C(=O)C.O1CCCC1.C(OCC)(=O)C>[F:44][CH:42]([F:43])[C:34]1[N:33]([C:23]2[N:24]=[C:25]([N:27]3[CH2:32][CH2:31][O:30][CH2:29][CH2:28]3)[N:26]=[C:21]([NH:17][S:14]([C:11]3[CH:10]=[CH:9][C:8]([CH2:7][N:1]4[CH2:6][CH2:5][O:4][CH2:3][CH2:2]4)=[CH:13][CH:12]=3)(=[O:15])=[O:16])[CH:22]=2)[C:37]2[CH:38]=[CH:39][CH:40]=[CH:41][C:36]=2[N:35]=1 |f:1.2,4.5,6.7|. Reactants: [Cl-].[Na+] (sodium chloride), S(=O)(=O)(O)[O-].[K+] (potassium hydrogen sulfate), N1(CCOCC1)CC1=CC=C(C=C1)S(=O)(=O)N (4-(Morpholin-4-ylmethyl)benzenesulfonamide), [H-].[Na+] (sodium hydride), ClC1=CC(=NC(=N1)N1CCOCC1)N1C(=NC2=C1C=CC=C2)C(F)F (1-[6-chloro-2-(morpholin-4-yl)pyrimidin-4-yl]-2-(difluoromethyl)-1H-benzimidazole). Run in O1CCCC1 (tetrahydrofuran), C(C)(=O)OCC (ethyl acetate), CN(C(C)=O)C (N,N-dimethylacetamide).